From a dataset of the Open Reaction Database (ORD), a public repository of structured organic reaction records. describe an organic reaction: reactants, conditions, products, and yield The reactants are N=1C(=CC=C2C=CC=3C=CC(=NC3C12)C)C, O=C(O)C1CCCCC1. Reagents/catalysts: O=S(=O)(O)OOS(=O)(=O)O.N. The solvent is O, O=S(C)C. Conditions: temperature 40 celsius, time 16 hour. The product is N=1C=2C=3N=C(C=C(C3C=CC2C(=CC1C)C4CCCCC4)C5CCCCC5)C. Isolated yield 82.0%. Reactants: BrB(Br)Br, ClCCl, CCOC(=O)c1ccccc1Nc1ccccc1OC. The product is CCOC(=O)c1ccccc1Nc1ccccc1O. Reaction SMILES: [B:21]([Br:22])([Br:23])[Br:24].[CH2:25]([Cl:26])[Cl:27].[CH3:1][O:2][c:3]1[c:4]([NH:9][c:10]2[c:11]([C:12](=[O:13])[O:14][CH2:15][CH3:16])[cH:17][cH:18][cH:19][cH:20]2)[cH:5][cH:6][cH:7][cH:8]1>>[OH:2][c:3]1[c:4]([NH:9][c:10]2[c:11]([C:12](=[O:13])[O:14][CH2:15][CH3:16])[cH:17][cH:18][cH:19][cH:20]2)[cH:5][cH:6][cH:7][cH:8]1.